Dataset: the Open Reaction Database (ORD), a public repository of structured organic reaction records. Task: describe an organic reaction: reactants, conditions, products, and yield The product is CCc1oc2cccc(O)c2c1C. Reaction SMILES: [C:1]([CH3:2])(=[O:3])[c:4]1[o:5][c:6]2[c:7]([c:8]1[CH3:9])[c:10]([OH:14])[cH:11][cH:12][cH:13]2.[NH2:15][NH2:16].[OH:17][C:18]([CH2:19][C:20]([C:21](=[O:22])[OH:23])([CH2:24][C:25](=[O:26])[OH:27])[OH:28])=[O:29].[OH:30][CH2:31][CH2:32][OH:33]>>[CH2:1]([CH3:2])[c:4]1[o:5][c:6]2[c:7]([c:8]1[CH3:9])[c:10]([OH:14])[cH:11][cH:12][cH:13]2. Reactants: CC(=O)c1oc2cccc(O)c2c1C, NN, O=C(O)CC(O)(CC(=O)O)C(=O)O, OCCO.